describe an organic reaction: reactants, conditions, products, and yield From a dataset of the Open Reaction Database (ORD), a public repository of structured organic reaction records. Starting materials: ClC1=C(C=NC(=C1)OCCCC1CCN(CC1)C)C1=NC2=C(N1)C=CC(=C2C)F (2-{4-Chloro-6-[3-(1-methyl-piperidin-4-yl)-propoxy]-pyridin-3-yl}-5-fluoro-4-methyl-1H-benzoimidazole), C[O-].[Na+] (sodium methoxide). The solvent is CO (methanol). Product: COC1=CC(=NC=C1C#N)OCCCC1CCN(CC1)C (4-methoxy-6-[3-(1-methyl-piperidin-4-yl)-propoxy]-nicotinonitrile). The yield is 100.0%. RXN SMILES: Cl[C:2]1[CH:7]=[C:6]([O:8][CH2:9][CH2:10][CH2:11][CH:12]2[CH2:17][CH2:16][N:15]([CH3:18])[CH2:14][CH2:13]2)[N:5]=[CH:4][C:3]=1[C:19]1[NH:23]C2C=CC(F)=C(C)C=2N=1.[CH3:30][O-:31].[Na+]>CO>[CH3:30][O:31][C:2]1[C:3]([C:19]#[N:23])=[CH:4][N:5]=[C:6]([O:8][CH2:9][CH2:10][CH2:11][CH:12]2[CH2:17][CH2:16][N:15]([CH3:18])[CH2:14][CH2:13]2)[CH:7]=1 |f:1.2|. Procedure details: A solution of 4-chloro-6-[3-(1-methyl-piperidin-4-yl)-propoxy]-nicotinonitrile (Example 115) in methanol (0.2 M) was treated with sodium methoxide (4 equiv) at reflux temperature for 4 h. The mixture was cooled to rt, diluted with satd. aq. NaHCO3, and extracted with chloroform. The organic extract was dried (Na2SO4), filtered, and concentrated to yield 4-methoxy-6-[3-(1-methyl-piperidin-4-yl)-propoxy]-nicotinonitrile (100%). This intermediate was converted to the title compound according to Exa... The reactants are C(C1=CC=CC=C1)(C1=CC=CC=C1)=N (benzophenone imine), CC(C)([O-])C.[Na+] (sodium-tert-butoxide), imine, Cl (hydrochloric acid), BrC=1C=C(C2=C(C(CO2)(C)C)C1)C(C)(C)C (5-bromo-7-t-butyl-3,3-dimethyl-2,3-dihydro-benzofuran), BrC=1C=C(C2=C(C(CO2)(C)C)C1)C(C)(C)C (5-bromo-7-t-butyl-3,3-dimethyl-2,3-dihydro-benzofuran), C1=CC=C(C=C1)P(C2=CC=CC=C2)C3=C(C4=CC=CC=C4C=C3)C5=C(C=CC6=CC=CC=C65)P(C7=CC=CC=C7)C8=CC=CC=C8 ((S)-(-)-2,2'-bis(diphenylphosphino)-1,1'-binaphthyl). The reagents and catalysts are C=1C=CC(=CC1)/C=C/C(=O)/C=C/C2=CC=CC=C2.C=1C=CC(=CC1)/C=C/C(=O)/C=C/C2=CC=CC=C2.C=1C=CC(=CC1)/C=C/C(=O)/C=C/C2=CC=CC=C2.[Pd].[Pd] (tris(dibenzylideneacetone)dipalladium(0)). Solvent: O1CCCC1 (tetrahydrofuran), C1(=CC=CC=C1)C (toluene). Yields the product NC=1C=C(C2=C(C(CO2)(C)C)C1)C(C)(C)C (5-Amino-7-t-butyl-3,3-dimethyl-2,3-dihydro-benzofuran), oil. Yield: 72.0%. As a reaction SMILES: Br[C:2]1[CH:3]=[C:4]([C:13]([CH3:16])([CH3:15])[CH3:14])[C:5]2[O:9][CH2:8][C:7]([CH3:11])([CH3:10])[C:6]=2[CH:12]=1.C(=[NH:30])(C1C=CC=CC=1)C1C=CC=CC=1.CC(C)([O-])C.[Na+].C1C=CC(P(C2C=CC3C(=CC=CC=3)C=2C2C3C(=CC=CC=3)C=CC=2P(C2C=CC=CC=2)C2C=CC=CC=2)C2C=CC=CC=2)=CC=1.Cl>C1(C)C=CC=CC=1.O1CCCC1.C1C=CC(/C=C/C(/C=C/C2C=CC=CC=2)=O)=CC=1.C1C=CC(/C=C/C(/C=C/C2C=CC=CC=2)=O)=CC=1.C1C=CC(/C=C/C(/C=C/C2C=CC=CC=2)=O)=CC=1.[Pd].[Pd]>[NH2:30][C:2]1[CH:3]=[C:4]([C:13]([CH3:16])([CH3:15])[CH3:14])[C:5]2[O:9][CH2:8][C:7]([CH3:11])([CH3:10])[C:6]=2[CH:12]=1 |f:2.3,8.9.10.11.12|. Reported procedure: Following general procedure D and using 5-bromo-7-t-butyl-3,3-dimethyl-2,3-dihydro-benzofuran (Compound 10, see J. Med. Chem. 1998, 41, 1124-1137; 2.0 g, 5.5 mmol), benzophenone imine (1.2 g, 6.64 mmol), sodium-tert-butoxide (0.74 g, 7.75 mmol), tris(dibenzylideneacetone)dipalladium(0) (0.025 g, 0.026 mmol) and (S)-(-)-2,2'-bis(diphenylphosphino)-1,1'-binaphthyl (0.050 g, 0.078 mmol) in 10 mL of anhydrous toluene, followed by hydrolysis of the intermediary imine with 2M hydrochloric acid in tetr... Reactants: O=C(Cl)Cl, Clc1ccccc1, NC1CCCCC1, Cc1ccc(S(N)(=O)=O)cc1. Product: O=C=NC1CCCCC1. RXN SMILES: [Cl:12][C:13]([Cl:14])=[O:15].[Cl:23][c:24]1[cH:25][cH:26][cH:27][cH:28][cH:29]1.[NH2:16][CH:17]1[CH2:18][CH2:19][CH2:20][CH2:21][CH2:22]1.[c:1]1([CH3:2])[cH:3][cH:4][c:5]([S:6]([NH2:7])(=[O:8])=[O:9])[cH:10][cH:11]1>>[C:13](=[O:15])=[N:16][CH:17]1[CH2:18][CH2:19][CH2:20][CH2:21][CH2:22]1. Reactants: C(C1=CC=CC=C1)N (benzylamine), ClC=1C2=C(N=C(N1)C1=CC=NO1)SC(=C2)C(F)(F)F (4-chloro-2-(isoxazol-5-yl)-6-trifluoromethyl-thieno-[2,3-d]-pyrimidine). Yields the product O1N=CC=C1C=1N=C(C2=C(N1)SC(=C2)C(F)(F)F)NCC2=CC=CC=C2 (2-(isoxazol-5-yl)-4-benzylamino-6-trifluoromethyl-thieno-[2,3-d]-pyrimidine). RXN SMILES: [CH2:1]([NH2:8])[C:2]1[CH:7]=[CH:6][CH:5]=[CH:4][CH:3]=1.Cl[C:10]1[C:11]2[CH:23]=[C:22]([C:24]([F:27])([F:26])[F:25])[S:21][C:12]=2[N:13]=[C:14]([C:16]2[O:20][N:19]=[CH:18][CH:17]=2)[N:15]=1>>[O:20]1[C:16]([C:14]2[N:15]=[C:10]([NH:8][CH2:1][C:2]3[CH:7]=[CH:6][CH:5]=[CH:4][CH:3]=3)[C:11]3[CH:23]=[C:22]([C:24]([F:26])([F:27])[F:25])[S:21][C:12]=3[N:13]=2)=[CH:17][CH:18]=[N:19]1. Reported procedure: With the procedure of Example 1, the reaction of benzylamine with 4-chloro-2-(isoxazol-5-yl)-6-trifluoromethyl-thieno-[2,3-d]-pyrimidine yields 2-(isoxazol-5-yl)-4-benzylamino-6-trifluoromethyl-thieno-[2,3-d]-pyrimidine. Reactants: [Li]CCCC, CN(C)C=O, CC1(C)Cc2ccccc2O1, C1CCOC1. Product: CC1(C)Cc2cccc(C=O)c2O1. RXN SMILES: [CH2:1]([Li:2])[CH2:3][CH2:4][CH3:5].[CH3:17][N:18]([CH:19]=[O:20])[CH3:21].[CH3:6][C:7]1([CH3:16])[O:8][c:9]2[c:10]([cH:12][cH:13][cH:14][cH:15]2)[CH2:11]1.[O:22]1[CH2:23][CH2:24][CH2:25][CH2:26]1>>[CH3:6][C:7]1([CH3:16])[O:8][c:9]2[c:10]([cH:12][cH:13][cH:14][c:15]2[CH:19]=[O:20])[CH2:11]1. Reactants: crude compound, O (water), C(C)N1C=C(C(C2=CC(=CN=C12)C=1C=NC(=CC1C=1SC=C(N1)C(F)(F)F)NC(NCC)=O)=O)C(=O)OCCCOP(=O)(OCC1=CC=CC=C1)OCC1=CC=CC=C1 (3-{[bis(benzyloxy)phosphoryl]oxy}propyl 1-ethyl-6-{6-[(ethylcarbamoyl)amino]-4-[4-(trifluoromethyl)-1,3-thiazol-2-yl]pyridin-3-yl}-4-oxo-1,4-dihydro-1,8-naphthyridine-3-carboxylate), C[Si](C)(C)Br (Trimethylsilyl bromide). Solvent: CO (methanol), ClCCl (dichloromethane). Run at temperature 0 celsius, time 16 hour. Product: C(C)N1C=C(C(C2=CC(=CN=C12)C=1C=NC(=CC1C=1SC=C(N1)C(F)(F)F)NC(NCC)=O)=O)C(=O)OCCCOP(=O)(O)O (3-(phosphonooxy)propyl 1-ethyl-6-{6-[(ethylcarbamoyl)amino]-4-[4-(trifluoromethyl)-1,3-thiazol-2-yl]pyridin-3-yl}-4-oxo-1,4-dihydro-1,8-naphthyridine-3-carboxylate). Isolated yield 41.7%. RXN SMILES: [CH2:1]([N:3]1[C:12]2[C:7](=[CH:8][C:9]([C:13]3[CH:14]=[N:15][C:16]([NH:28][C:29](=[O:33])[NH:30][CH2:31][CH3:32])=[CH:17][C:18]=3[C:19]3[S:20][CH:21]=[C:22]([C:24]([F:27])([F:26])[F:25])[N:23]=3)=[CH:10][N:11]=2)[C:6](=[O:34])[C:5]([C:35]([O:37][CH2:38][CH2:39][CH2:40][O:41][P:42]([O:52]CC2C=CC=CC=2)([O:44]CC2C=CC=CC=2)=[O:43])=[O:36])=[CH:4]1)[CH3:2].C[Si](Br)(C)C.O>ClCCl.CO>[CH2:1]([N:3]1[C:12]2[C:7](=[CH:8][C:9]([C:13]3[CH:14]=[N:15][C:16]([NH:28][C:29](=[O:33])[NH:30][CH2:31][CH3:32])=[CH:17][C:18]=3[C:19]3[S:20][CH:21]=[C:22]([C:24]([F:27])([F:26])[F:25])[N:23]=3)=[CH:10][N:11]=2)[C:6](=[O:34])[C:5]([C:35]([O:37][CH2:38][CH2:39][CH2:40][O:41][P:42]([OH:44])([OH:52])=[O:43])=[O:36])=[CH:4]1)[CH3:2]. Procedure details: 3-{[Bis(benzyloxy)phosphoryl]oxy}propyl 1-ethyl-6-{6-[(ethylcarbamoyl)amino]-4-[4-(trifluoromethyl)-1,3-thiazol-2-yl]pyridin-3-yl}-4-oxo-1,4-dihydro-1,8-naphthyridine-3-carboxylate (Example 21, 700 mg, 0.82 mM) was dissolved in dry dichloromethane (40 mL), and the reaction mixture was cooled to 0° C. Trimethylsilyl bromide (251 mg, 1.64 mmol) was added and the mixture was stirred for 16 h at room temperature. A solid formed on the walls of round bottom flask. The solvent was decanted and the sol... RXN SMILES: [CH2:28]1[O:29][CH2:30][CH2:31][CH2:32]1.[Na+:27].[OH-:26].[OH2:33].[c:1]1([CH:7]2[CH2:8][CH2:9][N:10]([CH:13]3[CH2:14][CH:15]4[CH2:16][CH2:17][CH2:18][C:19]4([C:21](=[O:22])[O:23][CH2:24][CH3:25])[CH2:20]3)[CH2:11][CH2:12]2)[cH:2][cH:3][cH:4][cH:5][cH:6]1>>[c:1]1([CH:7]2[CH2:8][CH2:9][N:10]([CH:13]3[CH2:14][CH:15]4[CH2:16][CH2:17][CH2:18][C:19]4([C:21](=[O:22])[OH:23])[CH2:20]3)[CH2:11][CH2:12]2)[cH:2][cH:3][cH:4][cH:5][cH:6]1. The reactants are C1CCOC1, [Na+], [OH-], O, CCOC(=O)C12CCCC1CC(N1CCC(c3ccccc3)CC1)C2. The product is O=C(O)C12CCCC1CC(N1CCC(c3ccccc3)CC1)C2. Reactants: Cc1nnn(C)c1-c1csc(C(=O)NC(Cc2cccc(F)c2)CN2C(=O)c3ccccc3C2=O)c1, CCOC(C)=O, CN(C)C=O, O=C1CCC(=O)N1Cl. Yields the product Cc1nnn(C)c1-c1cc(C(=O)NC(Cc2cccc(F)c2)CN2C(=O)c3ccccc3C2=O)sc1Cl. As a reaction SMILES: [CH3:1][n:2]1[n:3][n:4][c:5]([CH3:36])[c:6]1-[c:7]1[cH:8][c:9]([C:12](=[O:13])[NH:14][CH:15]([CH2:16][N:17]2[C:18](=[O:27])[c:19]3[cH:20][cH:21][cH:22][cH:23][c:24]3[C:25]2=[O:26])[CH2:28][c:29]2[cH:30][c:31]([F:35])[cH:32][cH:33][cH:34]2)[s:10][cH:11]1.[CH3:45][CH2:46][O:47][C:48]([CH3:49])=[O:50].[CH3:51][N:52]([CH3:53])[CH:54]=[O:55].[Cl:37][N:38]1[C:39](=[O:40])[CH2:41][CH2:42][C:43]1=[O:44]>>[CH3:1][n:2]1[n:3][n:4][c:5]([CH3:36])[c:6]1-[c:7]1[cH:8][c:9]([C:12](=[O:13])[NH:14][CH:15]([CH2:16][N:17]2[C:18](=[O:27])[c:19]3[cH:20][cH:21][cH:22][cH:23][c:24]3[C:25]2=[O:26])[CH2:28][c:29]2[cH:30][c:31]([F:35])[cH:32][cH:33][cH:34]2)[s:10][c:11]1[Cl:37]. Reactants: FC1=C(CN2N=C(C3=CC=CC=C23)C2=NC=C(C(=N2)NC2=CC=NC=C2)O)C=CC=C1 (2-[1-(2-fluorobenzyl)-1H-indazol-3-yl]-4-(pyridin-4-ylamino)pyrimidin-5-ol), C([O-])([O-])=O.[K+].[K+] (potassium carbonate), CC1(OCC(O1)CBr)C (2,2-dimethyl-4(R)-4-bromomethyl-1,3-dioxalane), C([O-])([O-])=O.[K+].[K+] (potassium carbonate). Solvent: CN(C)C=O (DMF). Run at temperature 50 celsius, time 18 hour. The product is CC1(OC[C@@H](O1)COC=1C(=NC(=NC1)C1=NN(C2=CC=CC=C12)CC1=C(C=CC=C1)F)NC1=CC=NC=C1)C (5-{[(4S)-2,2-dimethyl-1,3-dioxolan-4-yl]methoxy}-2-[1-(2-fluorobenzyl)-1H-indazol-3-yl]-N-(pyridin-4-yl)pyrimidin-4-amine). Reaction SMILES: [F:1][C:2]1[CH:31]=[CH:30][CH:29]=[CH:28][C:3]=1[CH2:4][N:5]1[C:13]2[C:8](=[CH:9][CH:10]=[CH:11][CH:12]=2)[C:7]([C:14]2[N:19]=[C:18]([NH:20][C:21]3[CH:26]=[CH:25][N:24]=[CH:23][CH:22]=3)[C:17]([OH:27])=[CH:16][N:15]=2)=[N:6]1.[CH3:32][C:33]1([CH3:40])[O:37][CH:36]([CH2:38]Br)[CH2:35][O:34]1.C(=O)([O-])[O-].[K+].[K+]>CN(C=O)C>[CH3:32][C:33]1([CH3:40])[O:37][C@@H:36]([CH2:38][O:27][C:17]2[C:18]([NH:20][C:21]3[CH:26]=[CH:25][N:24]=[CH:23][CH:22]=3)=[N:19][C:14]([C:7]3[C:8]4[C:13](=[CH:12][CH:11]=[CH:10][CH:9]=4)[N:5]([CH2:4][C:3]4[CH:28]=[CH:29][CH:30]=[CH:31][C:2]=4[F:1])[N:6]=3)=[N:15][CH:16]=2)[CH2:35][O:34]1 |f:2.3.4|. Procedure details: 200 mg of 2-[1-(2-fluorobenzyl)-1H-indazol-3-yl]-4-(pyridin-4-ylamino)pyrimidin-5-ol (3-3, 0.49 mmol, 1 eq.), 94.6 mg of 2,2-dimethyl-4(R)-4-bromomethyl-1,3-dioxalane (0.49 mmol, 1 eq.) and 134 mg of potassium carbonate (0.97 mmol, 2 eq.) were suspended in 3.7 ml of dry DMF. The reaction mixture was stirred at 50° C. oil bath temperature for 18 hours. 201 mg of potassium carbonate (1.46 mmol, 3 eq.) were added and the mixture was stirred at 90° C. oil bath temperature for further 24 hours. Then ...